Dataset: the Open Reaction Database (ORD), a public repository of structured organic reaction records. Task: describe an organic reaction: reactants, conditions, products, and yield Starting materials: O1C(OCC1)CN (1-(1,3-dioxolan-2-yl)methanamine), ClCC=1N=C2N(C=CC(=C2)C(F)(F)F)C1 (2-(chloromethyl)-7-(trifluoromethyl)imidazo[1,2-a]pyridine), ClCC=1N=C2N(C=CC(=C2)C(F)(F)F)C1 (2-(chloromethyl)-7-(trifluoromethyl)imidazo[1,2-a]pyridine). Solvent: C(Cl)Cl (DCM). Yields the product O1C(OCC1)CNCC=1N=C2N(C=CC(=C2)C(F)(F)F)C1 (1-(1,3-dioxolan-2-yl)-N-{[7-(trifluoromethyl)imidazo[1,2-a]pyridin-2-yl]methyl}methanamine). Isolated yield 56.8%. As a reaction SMILES: [O:1]1[CH2:5][CH2:4][O:3][CH:2]1[CH2:6][NH2:7].Cl[CH2:9][C:10]1[N:11]=[C:12]2[CH:17]=[C:16]([C:18]([F:21])([F:20])[F:19])[CH:15]=[CH:14][N:13]2[CH:22]=1>C(Cl)Cl>[O:1]1[CH2:5][CH2:4][O:3][CH:2]1[CH2:6][NH:7][CH2:9][C:10]1[N:11]=[C:12]2[CH:17]=[C:16]([C:18]([F:21])([F:19])[F:20])[CH:15]=[CH:14][N:13]2[CH:22]=1. Procedure details: To a DCM 5 mL solution of 1-(1,3-dioxolan-2-yl)methanamine (814 mg, 7.89 mmol) was added 2-(chloromethyl)-7-(trifluoromethyl)imidazo[1,2-a]pyridine (Intermediate 19) (620 mg, 2.63 mmol). After heating to reflux for 1.5 hr, the reaction mixture (suspension) was cooled to room temperature and concentrated under reduced pressure. The residue was chromatographed on silica gel eluting with a gradient solvent mixture (5% MeOH-DCM to 15% MeOH-DCM) to give the title compound as solid (450 mg). LC/MS: m/... Reactants: [Br-], C1CCOC1, Cc1ccc([Mg+])cc1, O=Cc1cc2ccncc2[nH]1. Product: Cc1ccc(C(O)c2cc3ccncc3[nH]2)cc1. Reaction SMILES: [Br-:12].[O:21]1[CH2:22][CH2:23][CH2:24][CH2:25]1.[c:13]1([CH3:20])[cH:14][cH:15][c:16]([Mg+:19])[cH:17][cH:18]1.[nH:1]1[c:2]([CH:10]=[O:11])[cH:3][c:4]2[c:5]1[cH:6][n:7][cH:8][cH:9]2>>[nH:1]1[c:2]([CH:10]([OH:11])[c:16]2[cH:15][cH:14][c:13]([CH3:20])[cH:18][cH:17]2)[cH:3][c:4]2[c:5]1[cH:6][n:7][cH:8][cH:9]2. Reactants: ClCCl, O=[Cr](=O)([O-])Cl, O=C(OCc1ccccc1)C(CCCCO)N1C(=O)c2ccccc2C1=O, c1cc[nH+]cc1. Product: O=CCCCC(C(=O)OCc1ccccc1)N1C(=O)c2ccccc2C1=O. As a reaction SMILES: [Cl:39][CH2:40][Cl:41].[O:28]=[Cr:29]([Cl:30])([O-:31])=[O:32].[OH:1][CH2:2][CH2:3][CH2:4][CH2:5][CH:6]([C:7](=[O:8])[O:9][CH2:10][c:11]1[cH:12][cH:13][cH:14][cH:15][cH:16]1)[N:17]1[C:18](=[O:27])[c:19]2[c:20]([cH:23][cH:24][cH:25][cH:26]2)[C:21]1=[O:22].[nH+:33]1[cH:34][cH:35][cH:36][cH:37][cH:38]1>>[O:1]=[CH:2][CH2:3][CH2:4][CH2:5][CH:6]([C:7](=[O:8])[O:9][CH2:10][c:11]1[cH:12][cH:13][cH:14][cH:15][cH:16]1)[N:17]1[C:18](=[O:27])[c:19]2[c:20]([cH:23][cH:24][cH:25][cH:26]2)[C:21]1=[O:22]. The reactants are COC1=CC=C2NC=C(CCN)C2=C1 (5-methoxytryptamine), FC(C1=CC=C(CCC(=O)O)C=C1)(F)F (4-(trifluoromethyl)hydrocinnamic acid), CN(C)C(=[N+](C)C)ON1C2=C(C=CC=C2)N=N1.[B-](F)(F)(F)F (TBTU), CCN(C(C)C)C(C)C (DIPEA). Run in CN(C)C=O (DMF), O (water). Run at time 3 hour. Yields the product COC=1C=C2C(=CNC2=CC1)CCNC(CCC1=CC=C(C=C1)C(F)(F)F)=O (N-[2-(5-Methoxy-1H-indol-3-yl)-ethyl]-3-(4-trifluoromethyl-phenyl)-propionamide). As a reaction SMILES: [CH3:1][O:2][C:3]1[CH:14]=[C:13]2[C:6]([NH:7][CH:8]=[C:9]2[CH2:10][CH2:11][NH2:12])=[CH:5][CH:4]=1.[F:15][C:16]([F:29])([F:28])[C:17]1[CH:27]=[CH:26][C:20]([CH2:21][CH2:22][C:23](O)=[O:24])=[CH:19][CH:18]=1.CN(C(ON1N=NC2C=CC=CC1=2)=[N+](C)C)C.[B-](F)(F)(F)F.CCN(C(C)C)C(C)C>CN(C=O)C.O>[CH3:1][O:2][C:3]1[CH:14]=[C:13]2[C:6](=[CH:5][CH:4]=1)[NH:7][CH:8]=[C:9]2[CH2:10][CH2:11][NH:12][C:23](=[O:24])[CH2:22][CH2:21][C:20]1[CH:19]=[CH:18][C:17]([C:16]([F:28])([F:29])[F:15])=[CH:27][CH:26]=1 |f:2.3|. Procedure: A mixture of 0.3 g (1.57 mmol) 5-methoxytryptamine, 0.34 g (1.57 mmol) 4-(trifluoromethyl)hydrocinnamic acid (commercially available), 0.6 g (1.8 mmol) TBTU and 0.6 g (4.6 mmol) DIPEA in 6 mL DMF was shaken for 3 h at room temperature. 50 mL water was added and the mixture was extracted with DCM. The combined organic phases were washed with water, dried with MgSO4 and evaporated to dryness to yield the title compound which was used without further purification in the consecutive step. Reactants: CCOC(=O)Nc1c(C)cccc1C(=O)O, CC(=O)O, Cl, O, OO. Product: CCOC(=O)Nc1c(C)cc(Cl)cc1C(=O)O. As a reaction SMILES: [CH2:1]([CH3:2])[O:3][C:4](=[O:5])[NH:6][c:7]1[c:8]([C:9](=[O:10])[OH:11])[cH:12][cH:13][cH:14][c:15]1[CH3:16].[CH3:17][C:18](=[O:19])[OH:20].[ClH:21].[OH2:24].[OH:22][OH:23]>>[CH2:1]([CH3:2])[O:3][C:4](=[O:5])[NH:6][c:7]1[c:8]([C:9](=[O:10])[OH:11])[cH:12][c:13]([Cl:21])[cH:14][c:15]1[CH3:16]. Reactants: O=C1COC2=C1C=CC=C2CN2CCN(CC2)C(=O)OC(C)(C)C (tert-butyl 4-[(3-oxo-2,3-dihydrobenzofuran-7-yl)methyl]piperazine-1-carboxylate), N1C=C(C2=CC=CN=C12)C=O (7-azaindole-3-carboxaldehyde). Reagents/catalysts: N1CCCCC1 (piperidine). The solvent is CO (methanol). Run at temperature 50 celsius, time 2 hour. Yields the product N1C=C(C=2C1=NC=CC2)\C=C\2/OC1=C(C2=O)C=CC=C1CN1CCN(CC1)C(=O)OC(C)(C)C (tert-butyl (Z)-4-({2-[(1H-pyrrolo[2,3-b]pyridin-3-yl)methylene]-3-oxo-2,3-dihydrobenzofuran-7-yl}methyl)piperazine-1-carboxylate). The yield is 77.4%. Reaction SMILES: [O:1]=[C:2]1[C:6]2[CH:7]=[CH:8][CH:9]=[C:10]([CH2:11][N:12]3[CH2:17][CH2:16][N:15]([C:18]([O:20][C:21]([CH3:24])([CH3:23])[CH3:22])=[O:19])[CH2:14][CH2:13]3)[C:5]=2[O:4][CH2:3]1.[NH:25]1[C:33]2[C:28](=[CH:29][CH:30]=[CH:31][N:32]=2)[C:27]([CH:34]=O)=[CH:26]1>CO.N1CCCCC1>[NH:25]1[C:33]2=[N:32][CH:31]=[CH:30][CH:29]=[C:28]2[C:27](/[CH:34]=[C:3]2\[O:4][C:5]3[C:10]([CH2:11][N:12]4[CH2:13][CH2:14][N:15]([C:18]([O:20][C:21]([CH3:24])([CH3:23])[CH3:22])=[O:19])[CH2:16][CH2:17]4)=[CH:9][CH:8]=[CH:7][C:6]=3[C:2]\2=[O:1])=[CH:26]1. Procedure: A solution of tert-butyl 4-[(3-oxo-2,3-dihydrobenzofuran-7-yl)methyl]piperazine-1-carboxylate (0.0251 g, 0.0755 mmol) obtained in Example A56, Step 3 in methanol (2 mL) was added with 7-azaindole-3-carboxaldehyde (0.0116 g, 0.0793 mmol) and piperidine (5 drops), and the mixture was stirred at 50° C. for 2 hours. The reaction mixture was concentrated, and the resulting residue was purified by silica gel column chromatography (chloroform/methanol) to obtain tert-butyl (Z)-4-({2-[(1H-pyrrolo[2,3-b]...